describe an organic reaction: reactants, conditions, products, and yield From a dataset of the Open Reaction Database (ORD), a public repository of structured organic reaction records. Reactants: COC=1C=C2C(=NC(=NC2=CC1OC)N(C)CC1(CCNCC1)C1=CC=CC=C1)N (6,7-Dimethoxy-N2-(4-phenyl-piperidin-4-ylmethyl)-N2-methyl-quinazoline-2,4-diamine), ClC1=NC=CC=C1 (2-chloropyridine). The solvent is CN1C(CCC1)=O (N-methylpyrrolidone), O (water). The product is COC=1C=C2C(=NC(=NC2=CC1OC)N(CC1(CCN(CC1)C1=NC=CC=C1)C1=CC=CC=C1)C)N (6,7-Dimethoxy-N2-methyl-N2-(4-phenyl-3,4,5,6-tetrahydro-2H-[1,2′]bipyridinyl-4-ylmethyl)-quinazoline-2,4-diamine). As a reaction SMILES: [CH3:1][O:2][C:3]1[CH:4]=[C:5]2[C:10](=[CH:11][C:12]=1[O:13][CH3:14])[N:9]=[C:8]([N:15]([CH2:17][C:18]1([C:24]3[CH:29]=[CH:28][CH:27]=[CH:26][CH:25]=3)[CH2:23][CH2:22][NH:21][CH2:20][CH2:19]1)[CH3:16])[N:7]=[C:6]2[NH2:30].Cl[C:32]1[CH:37]=[CH:36][CH:35]=[CH:34][N:33]=1>CN1CCCC1=O.O>[CH3:1][O:2][C:3]1[CH:4]=[C:5]2[C:10](=[CH:11][C:12]=1[O:13][CH3:14])[N:9]=[C:8]([N:15]([CH3:16])[CH2:17][C:18]1([C:24]3[CH:29]=[CH:28][CH:27]=[CH:26][CH:25]=3)[CH2:19][CH2:20][N:21]([C:32]3[CH:37]=[CH:36][CH:35]=[CH:34][N:33]=3)[CH2:22][CH2:23]1)[N:7]=[C:6]2[NH2:30]. Procedure: A solution of 6,7-dimethoxy-N2-(4-phenyl-piperidin-4-ylmethyl)-N2-methyl-quinazoline-2,4-diamine 11 (250 mg) and 2-chloropyridine in N-methylpyrrolidone (5 m) was stirred at 130° C. under nitrogen for 48 hours. The cooled reaction mixture was diluted with water and extracted with chloroform. The extract was chromatographed on silica gel to yield 6,7-dimethoxy-N2-methyl-N2-(4-phenyl-3,4,5,6-tetrahydro-2H-[1,2′]bipyridinyl-4-ylmethyl)-quinazoline-2,4-diamine 22, MS: 485 ([M+H]+).